Dataset: the Open Reaction Database (ORD), a public repository of structured organic reaction records. Task: describe an organic reaction: reactants, conditions, products, and yield The reactants are CCOC(=O)c1ccc(Br)c(C)c1, Cc1ccccc1, [Na+], [Na+], O=C([O-])[O-], O, OB(O)c1ccccc1. The product is CCOC(=O)c1ccc(-c2ccccc2)c(C)c1. RXN SMILES: [Br:17][c:18]1[c:19]([CH3:29])[cH:20][c:21]([C:22](=[O:23])[O:24][CH2:25][CH3:26])[cH:27][cH:28]1.[CH3:30][c:31]1[cH:32][cH:33][cH:34][cH:35][cH:36]1.[Na+:2].[Na+:3].[O-:4][C:5](=[O:6])[O-:7].[OH2:1].[OH:8][B:9]([OH:10])[c:11]1[cH:12][cH:13][cH:14][cH:15][cH:16]1>>[c:11]1(-[c:18]2[c:19]([CH3:29])[cH:20][c:21]([C:22](=[O:23])[O:24][CH2:25][CH3:26])[cH:27][cH:28]2)[cH:12][cH:13][cH:14][cH:15][cH:16]1. Reactants: C(C)OC(CN(C)CCC1=C(C=C(C=C1)Cl)[N+](=O)[O-])=O ({[2-(4-Chloro-2-nitro-phenyl)-ethyl]-methyl-amino}-acetic acid ethyl ester). The solvent is Br (hydrobromic acid), C(C)#N (acetonitrile). Conditions: temperature 70 celsius, time 8 hour. Product: ClC1=CC(=C(C=C1)CCN(C)CC(=O)O)[N+](=O)[O-] ({[2-(4-chloro-2-nitro-phenyl)-ethyl]-methyl-amino}-acetic acid). Reaction SMILES: C([O:3][C:4](=[O:20])[CH2:5][N:6]([CH2:8][CH2:9][C:10]1[CH:15]=[CH:14][C:13]([Cl:16])=[CH:12][C:11]=1[N+:17]([O-:19])=[O:18])[CH3:7])C>Br.C(#N)C>[Cl:16][C:13]1[CH:14]=[CH:15][C:10]([CH2:9][CH2:8][N:6]([CH2:5][C:4]([OH:20])=[O:3])[CH3:7])=[C:11]([N+:17]([O-:19])=[O:18])[CH:12]=1. Reported procedure: {[2-(4-Chloro-2-nitro-phenyl)-ethyl]-methyl-amino}-acetic acid ethyl ester (22.5 g, 0.075 mole) dissolved in concentrated hydrobromic acid (48 wt. % in water, 200 mL) was allowed to stir at 70° C. overnight and then reduced to a small volume in vacuo. The residue oil was taken up in acetonitrile and the solution was evaporated in vacuo. This procedure was repeated until the water was removed and a crystalline residue remained. This material (18.5 g) was used in the next step without further puri... Starting materials: BrC=1C=C2C(=CC1)OC=1C=NC(=CC1[C@@]21N=C(SC1)N)Cl ((S)-7-bromo-3-chloro-5′H-spiro[chromeno[2,3-c]pyridine-5,4′-thiazol]-2′-amine), FC1=NC=CC=C1B(O)O (2-fluoropyridin-3-ylboronic acid), FC1=NC=CC(=C1)B(O)O (2-fluoropyridin-4-ylboronic acid). Product: FC1=NC=CC=C1C=1C=C2C(=CC1)OC=1C=NC(=CC1[C@@]21N=C(SC1)N)C1=CC(=NC=C1)F ((S)-7-(2-fluoropyridin-3-yl)-3-(2-fluoropyridin-4-yl)-5′H-spiro[chromeno[2,3-c]pyridine-5,4′-thiazol]-2′-amine). RXN SMILES: Br[C:2]1[CH:3]=[C:4]2[C@@:15]3([CH2:19][S:18][C:17]([NH2:20])=[N:16]3)[C:14]3[CH:13]=[C:12](Cl)[N:11]=[CH:10][C:9]=3[O:8][C:5]2=[CH:6][CH:7]=1.[F:22][C:23]1[C:28](B(O)O)=[CH:27][CH:26]=[CH:25][N:24]=1.[F:32][C:33]1[CH:38]=[C:37](B(O)O)[CH:36]=[CH:35][N:34]=1>>[F:22][C:23]1[C:28]([C:2]2[CH:3]=[C:4]3[C@@:15]4([CH2:19][S:18][C:17]([NH2:20])=[N:16]4)[C:14]4[CH:13]=[C:12]([C:37]5[CH:36]=[CH:35][N:34]=[C:33]([F:32])[CH:38]=5)[N:11]=[CH:10][C:9]=4[O:8][C:5]3=[CH:6][CH:7]=2)=[CH:27][CH:26]=[CH:25][N:24]=1. Procedure: The titled compound was synthesized by steps analogous to those described in method BB12 above, but using (S)-7-bromo-3-chloro-5′H-spiro[chromeno[2,3-c]pyridine-5,4′-thiazol]-2′-amine (prepared as described in Method BB26 but using 7-bromo-3-chloro-5H-chromeno[2,3-c]pyridin-5-one), 2-fluoropyridin-3-ylboronic acid and 2-fluoropyridin-4-ylboronic acid. Starting materials: CN(C1=CC=C(C=C1)\C=C\C(CC(\C=C\C1=CC(=C(C=C1)O)OC)=O)=O)C ((1E,6E)-1-(4-dimethylaminophenyl)-7-(4-hydroxy-3-methoxyphenyl)hepta-1,6-diene-3,5-dione). Reagents/catalysts: [Pd] (palladium). The solvent is C(C)(=O)OCC (ethyl acetate). Reaction conditions: time 1.5 hour. Product: CN(C1=CC=C(C=C1)CCC(CC(CCC1=CC(=C(C=C1)O)OC)=O)=O)C (1-(4-dimethylaminophenyl)-7-(4-hydroxy-3-methoxyphenyl)heptane-3,5-dione). The yield is 52.8%. Reaction SMILES: [CH3:1][N:2]([CH3:27])[C:3]1[CH:8]=[CH:7][C:6](/[CH:9]=[CH:10]/[C:11](=[O:26])[CH2:12][C:13](=[O:25])/[CH:14]=[CH:15]/[C:16]2[CH:21]=[CH:20][C:19]([OH:22])=[C:18]([O:23][CH3:24])[CH:17]=2)=[CH:5][CH:4]=1>C(OCC)(=O)C.[Pd]>[CH3:27][N:2]([CH3:1])[C:3]1[CH:8]=[CH:7][C:6]([CH2:9][CH2:10][C:11](=[O:26])[CH2:12][C:13](=[O:25])[CH2:14][CH2:15][C:16]2[CH:21]=[CH:20][C:19]([OH:22])=[C:18]([O:23][CH3:24])[CH:17]=2)=[CH:5][CH:4]=1. Reported procedure: To a solution of (1E,6E)-1-(4-dimethylaminophenyl)-7-(4-hydroxy-3-methoxyphenyl)hepta-1,6-diene-3,5-dione (15 mg, 41 μmol, synthesized in Example 9) in 3.0 mL of ethyl acetate was added palladium 5% on carbon (30 mg) under nitrogen. After the vessel was purged with hydrogen, the reaction mixture was stirred under 1 atm of hydrogen at room temperature for 1.5 h. After the vessel was purged with nitrogen, the reaction mixture was filtered to remove palladium 5% on carbon. The filtrate was concentr... Reactants: [Si](C)(C)(C(C)(C)C)OCC(C)(C)N1C=C(C=CC1=O)C(=O)O (1-(1-(tert-butyldimethylsilyloxy)-2-methylpropan-2-yl)-6-oxo-1,6-dihydropyridine-3-carboxylic acid), CCN(C(C)C)C(C)C (DIPEA), C1(=CC=CC=C1)P(=O)(C1=CC=CC=C1)N=[N+]=[N-] (diphenylphosphoryl azide), C(C)(C)(C)O (t-butanol). Solvent: O1CCOCC1 (Dioxane). Yields the product [Si](C)(C)(C(C)(C)C)OCC(C)(C)N1C=C(C=CC1=O)NC(OC(C)(C)C)=O (tert-Butyl 1-(1-(tert-butyldimethylsilyloxy)-2-methylpropan-2-yl)-6-oxo-1,6-dihydropyridin-3-ylcarbamate). RXN SMILES: [Si:1]([O:8][CH2:9][C:10]([N:13]1[C:18](=[O:19])[CH:17]=[CH:16][C:15](C(O)=O)=[CH:14]1)([CH3:12])[CH3:11])([C:4]([CH3:7])([CH3:6])[CH3:5])([CH3:3])[CH3:2].CC[N:25]([CH:29](C)C)C(C)C.C1(P(N=[N+]=[N-])(C2C=CC=CC=2)=[O:39])C=CC=CC=1.[C:49]([OH:53])([CH3:52])([CH3:51])[CH3:50]>O1CCOCC1>[Si:1]([O:8][CH2:9][C:10]([N:13]1[C:18](=[O:19])[CH:17]=[CH:16][C:15]([NH:25][C:29](=[O:39])[O:53][C:49]([CH3:52])([CH3:51])[CH3:50])=[CH:14]1)([CH3:12])[CH3:11])([C:4]([CH3:7])([CH3:6])[CH3:5])([CH3:3])[CH3:2]. Procedure: A stirred solution of 1-(1-(tert-butyldimethylsilyloxy)-2-methylpropan-2-yl)-6-oxo-1,6-dihydropyridine-3-carboxylic acid (2980 mg, 9.15 mmol), DIPEA (3198 μl, 18.3 mmol), diphenylphosphoryl azide (3.97 mL, 18.3 mmol), and t-butanol (8.60 mL, 9.15 mmol) in Dioxane (10 mL) was heated to reflux under nitrogen for 21 h. The reaction mixture was concentrated under reduced pressure and was purified on silica (80 g) eluting with 10-30% EtOAc/hexane. MS (ESI pos. ion) m/z (MH+): 397. Calc'd exact mass f... Reactants: C(C1CO1)OC1=C(C2=CC=CC=C2C=C1)C=NO (2-(glycidyloxy)-1-naphthoaldehyde oxime), BrCCCCCC(=O)OCC (ethyl 6-bromohexanoate), OC1=C(C2=CC=CC=C2C=C1)C=O (2-hydroxy-1-naphthoaldehyde), C([O-])([O-])=O.[K+].[K+] (potassium carbonate). The solvent is CN(C=O)C (DMF), O (water). Reaction conditions: time 1 hour. Product: C(C)OC(=O)CCCCCOC1=C(C2=CC=CC=C2C=C1)C=O (2-[5-(ethoxycarbonyl)pentyloxy]-1-naphthoaldehyde). Yield: 83.9%. As a reaction SMILES: C(OC1C=CC2C(=CC=CC=2)C=1C=NO)C1OC1.[OH:19][C:20]1[CH:29]=[CH:28][C:27]2[C:22](=[CH:23][CH:24]=[CH:25][CH:26]=2)[C:21]=1[CH:30]=[O:31].C(=O)([O-])[O-].[K+].[K+].Br[CH2:39][CH2:40][CH2:41][CH2:42][CH2:43][C:44]([O:46][CH2:47][CH3:48])=[O:45]>CN(C)C=O.O>[CH2:47]([O:46][C:44]([CH2:43][CH2:42][CH2:41][CH2:40][CH2:39][O:19][C:20]1[CH:29]=[CH:28][C:27]2[C:22](=[CH:23][CH:24]=[CH:25][CH:26]=2)[C:21]=1[CH:30]=[O:31])=[O:45])[CH3:48] |f:2.3.4|. Procedure details: As shown in Chemical Formula 4, in 20 mL of DMF (N,N-dimethylformamide), 1.09 g (6.33 mmol) of 2-hydroxy-1-naphthoaldehyde (1) and 1.22 g (8.86 mmol) of potassium carbonate were dissolved and the resultant reaction solution was stirred for 1 hour. To the reaction solution, 1.94 g (8.72 mmol) of ethyl 6-bromohexanoate (5) was added and the resultant reaction mixture was stirred at 100° C. for 13 hours to effect the reaction. Then, to the reaction solution, 50 mL of water was added and the reactio... The reactants are [OH-].[Na+] (sodium hydroxide), C(C1=CC=CC=C1)N1CC(CCCC1)CO (1-benzyl-3-hydroxymethyl-hexahydroazepine), O (water), P(Br)(Br)Br (phosphorus tribromide). Solvent: C(Cl)(Cl)(Cl)Cl (carbon tetrachloride). Run at time 6 hour. The product is C(C1=CC=CC=C1)N1CC(CCCC1)CBr (1-Benzyl-3-bromomethyl-hexahydro-azepine). RXN SMILES: [CH2:1]([N:8]1[CH2:14][CH2:13][CH2:12][CH2:11][CH:10]([CH2:15]O)[CH2:9]1)[C:2]1[CH:7]=[CH:6][CH:5]=[CH:4][CH:3]=1.P(Br)(Br)[Br:18].O.[OH-].[Na+]>C(Cl)(Cl)(Cl)Cl>[CH2:1]([N:8]1[CH2:14][CH2:13][CH2:12][CH2:11][CH:10]([CH2:15][Br:18])[CH2:9]1)[C:2]1[CH:7]=[CH:6][CH:5]=[CH:4][CH:3]=1 |f:3.4|. Procedure: 8.3 g (0.038 mol) of 1-benzyl-3-hydroxymethyl-hexahydroazepine are dissolved in 200 ml of carbon tetrachloride and 16 ml of phosphorus tribromide are added. The mixture is stirred for 6 hours at ambient temperature, water is then added whilst the mixture is cooled with ice and it is made slightly alkaline with 2-molar sodium hydroxide solution. The aqueous solution is separated off and extracted twice with methylene chloride. The organic phases are combined, dried over magnesium sulphate and con... Reactants: CCOC(=O)COc1cc(C#N)ccc1Oc1ccc2c(c1)COB2O, CO, Cl, [Na+], [OH-]. Product: N#Cc1ccc(Oc2ccc3c(c2)COB3O)c(OCC(=O)O)c1. Reaction SMILES: [C:1](#[N:2])[c:3]1[cH:4][c:5]([O:20][CH2:21][C:22](=[O:23])[O:24][CH2:25][CH3:26])[c:6]([O:7][c:8]2[cH:9][cH:10][c:11]3[c:12]([cH:17]2)[CH2:13][O:14][B:15]3[OH:16])[cH:18][cH:19]1.[CH3:30][OH:31].[ClH:29].[Na+:28].[OH-:27]>>[C:1](#[N:2])[c:3]1[cH:4][c:5]([O:20][CH2:21][C:22](=[O:23])[OH:24])[c:6]([O:7][c:8]2[cH:9][cH:10][c:11]3[c:12]([cH:17]2)[CH2:13][O:14][B:15]3[OH:16])[cH:18][cH:19]1. Reactants: COC1=C(C=CC=C1)C1=NC2=CC=CC=C2C(N1)=O (2-(2′-Methoxyphenyl)-4-quinazolinone), NC1=C(C(=O)N)C=C(C=C1)N1CCC(CC1)C (2-Amino-5-(4-methylpiperidinyl)benzamide), COC=1C=C(C=O)C=CC1 (3-methoxybenzaldehyde). Yields the product COC=1C=C(C=CC1)C1=NC2=CC=C(C=C2C(N1)=O)N1CCC(CC1)C (2-(3′-Methoxyphenyl)-6-(4-methylpiperidinyl)-4-quinazolinone). Isolated yield 59.9%. Reaction SMILES: COC1C=CC=CC=1C1NC(=O)C2C(=CC=CC=2)N=1.[NH2:20][C:21]1[CH:29]=[CH:28][C:27]([N:30]2[CH2:35][CH2:34][CH:33]([CH3:36])[CH2:32][CH2:31]2)=[CH:26][C:22]=1[C:23]([NH2:25])=[O:24].[CH3:37][O:38][C:39]1[CH:40]=[C:41]([CH:44]=[CH:45][CH:46]=1)[CH:42]=O>>[CH3:37][O:38][C:39]1[CH:40]=[C:41]([C:42]2[NH:25][C:23](=[O:24])[C:22]3[C:21](=[CH:29][CH:28]=[C:27]([N:30]4[CH2:35][CH2:34][CH:33]([CH3:36])[CH2:32][CH2:31]4)[CH:26]=3)[N:20]=2)[CH:44]=[CH:45][CH:46]=1. Procedure: According to the preparation of 42, 28 (1.0 g, 4.3 mmol) and 3-methoxybenzaldehyde (34) (0.6 g, 4.3 mmol) were used to afford 58 (0.9 g, 57.6%) as pale yellow prism crystals.